This data is from the Open Reaction Database (ORD), a public repository of structured organic reaction records. The task is: describe an organic reaction: reactants, conditions, products, and yield The reactants are C(=O)CN1C(C(C2=CC=CC=C12)(CC(=O)NC1=CC=C(C=C1)C)NC(=O)NC1=CC(=CC=C1)OC)=O ((RS)-1-(formylmethyl)-3-(N'-(3-methoxyphenyl)ureido)-3-((4-methylphenyl)aminocarbonylmethyl)indolin-2-one), Cl.CNC (dimethylamine hydrochloride), C(#N)[BH3-].[Na+] (sodium cyanoborohydride). The solvent is CO (methanol). Conditions: time 1 day. The product is COC=1C=C(C=CC1)NC(NC1(C(N(C2=CC=CC=C12)CCN(C)C)=O)CC(=O)NC1=CC=C(C=C1)C)=O ((RS)-3-(N'-(3-Methoxyphenyl)ureido)-1-(2-(N,N-dimethylamino)ethyl)-3-((4-methylphenyl)aminocarbonylmethyl)indolin-2-one). The yield is 26.2%. As a reaction SMILES: [CH:1]([CH2:3][N:4]1[C:12]2[C:7](=[CH:8][CH:9]=[CH:10][CH:11]=2)[C:6]([NH:24][C:25]([NH:27][C:28]2[CH:33]=[CH:32][CH:31]=[C:30]([O:34][CH3:35])[CH:29]=2)=[O:26])([CH2:13][C:14]([NH:16][C:17]2[CH:22]=[CH:21][C:20]([CH3:23])=[CH:19][CH:18]=2)=[O:15])[C:5]1=[O:36])=O.Cl.[CH3:38][NH:39][CH3:40].C([BH3-])#N.[Na+]>CO>[CH3:35][O:34][C:30]1[CH:29]=[C:28]([NH:27][C:25](=[O:26])[NH:24][C:6]2([CH2:13][C:14]([NH:16][C:17]3[CH:18]=[CH:19][C:20]([CH3:23])=[CH:21][CH:22]=3)=[O:15])[C:7]3[C:12](=[CH:11][CH:10]=[CH:9][CH:8]=3)[N:4]([CH2:3][CH2:1][N:39]([CH3:40])[CH3:38])[C:5]2=[O:36])[CH:33]=[CH:32][CH:31]=1 |f:1.2,3.4|. Procedure: To a solution of 0.386 g of (RS)-1-(formylmethyl)-3-(N'-(3-methoxyphenyl)ureido)-3-((4-methylphenyl)aminocarbonylmethyl)indolin-2-one in 50 ml of methanol was added 0.8 g of dimethylamine hydrochloride at room temperature, and 1.0 g of sodium cyanoborohydride was then added thereto. The mixture was stirred at room temperature for 1 day, followed by concentration. The concentrate was diluted with dichloromethane and washed with an aqueous solution of sodium chloride. The organic layer was dried o... Starting materials: CC(Br)C(=O)c1ccccc1, CCC(=O)N(c1ccccc1)C1(COC)CCNCC1, CC(C)NC(C)C, CC(=O)CC(C)C. As a reaction SMILES: [Br:1][CH:2]([C:3](=[O:4])[c:5]1[cH:6][cH:7][cH:8][cH:9][cH:10]1)[CH3:11].[CH3:12][O:13][CH2:14][C:15]1([N:21]([C:22]([CH2:23][CH3:24])=[O:25])[c:26]2[cH:27][cH:28][cH:29][cH:30][cH:31]2)[CH2:16][CH2:17][NH:18][CH2:19][CH2:20]1.[CH3:32][CH:33]([NH:34][CH:35]([CH3:36])[CH3:37])[CH3:38].[CH3:39][CH:40]([CH3:41])[CH2:42][C:43](=[O:44])[CH3:45]>>[CH:2]([C:3](=[O:4])[c:5]1[cH:6][cH:7][cH:8][cH:9][cH:10]1)([CH3:11])[N:18]1[CH2:17][CH2:16][C:15]([CH2:14][O:13][CH3:12])([N:21]([C:22]([CH2:23][CH3:24])=[O:25])[c:26]2[cH:27][cH:28][cH:29][cH:30][cH:31]2)[CH2:20][CH2:19]1. Product: CCC(=O)N(c1ccccc1)C1(COC)CCN(C(C)C(=O)c2ccccc2)CC1. Starting materials: CO, C[Si](C)(C)Cl, O=C(O)CCCC1CCNCC1. Product: COC(=O)CCCC1CCNCC1. Reaction SMILES: [CH3:18][OH:19].[CH3:1][Si:2]([Cl:3])([CH3:4])[CH3:5].[NH:6]1[CH2:7][CH2:8][CH:9]([CH2:12][CH2:13][CH2:14][C:15](=[O:16])[OH:17])[CH2:10][CH2:11]1>>[CH3:1][O:16][C:15]([CH2:14][CH2:13][CH2:12][CH:9]1[CH2:8][CH2:7][NH:6][CH2:11][CH2:10]1)=[O:17]. Starting materials: O (water), COC1=CC=C(C2=C1N=C(S2)C(=O)O)N2CCOCC2 (4-methoxy-7-morpholin-4-yl-benzothiazole-2-carboxylic acid), C(=O)(N1C=NC=C1)N1C=NC=C1 (1.1′-carbonyl-diimidazole), C(C1=CC=CC=C1)N (benzylamine). Run in CN(C=O)C (dimethylformamide). Run at time 1 hour. The product is C(C1=CC=CC=C1)NC(=O)C=1SC2=C(N1)C(=CC=C2N2CCOCC2)OC (4-methoxy-7-morpholin-4-yl-benzothiazole-2-carboxylic acid benzylamide). Isolated yield 81.4%. As a reaction SMILES: [CH3:1][O:2][C:3]1[C:8]2[N:9]=[C:10]([C:12]([OH:14])=O)[S:11][C:7]=2[C:6]([N:15]2[CH2:20][CH2:19][O:18][CH2:17][CH2:16]2)=[CH:5][CH:4]=1.C(N1C=CN=C1)(N1C=CN=C1)=O.[CH2:33]([NH2:40])[C:34]1[CH:39]=[CH:38][CH:37]=[CH:36][CH:35]=1.O>CN(C)C=O>[CH2:33]([NH:40][C:12]([C:10]1[S:11][C:7]2[C:6]([N:15]3[CH2:20][CH2:19][O:18][CH2:17][CH2:16]3)=[CH:5][CH:4]=[C:3]([O:2][CH3:1])[C:8]=2[N:9]=1)=[O:14])[C:34]1[CH:39]=[CH:38][CH:37]=[CH:36][CH:35]=1. Reported procedure: A suspension of 29.4 mg (0.10 mmol) 4-methoxy-7-morpholin-4-yl-benzothiazole-2-carboxylic acid and 18.4 mg (0.11 mmol) 1.1′-carbonyl-diimidazole in 3 ml dimethylformamide was stirred at room temperature for one hour. 12.1 μl (0.11 mmol) benzylamine were added, stirring was continued and after 20 hours 15 ml water were added. Extraction with ethyl acetate and chromatography on silicagel with dichloromethane/ethyl acetate 95/5 yielded 31.2 mg (41%) of yellow 4-methoxy-7-morpholin-4-yl-benzothiazol... The reactants are O=C([O-])[O-], C=CCOCC1CO1, [Na+], [Na+], O. The product is C=CCOCC(O)CO. As a reaction SMILES: [C:9]([O-:10])(=[O:11])[O-:12].[CH2:1]([CH:2]1[CH2:3][O:4]1)[O:5][CH2:6][CH:7]=[CH2:8].[Na+:13].[Na+:14].[OH2:15]>>[CH2:1]([CH:2]([CH2:3][OH:10])[OH:4])[O:5][CH2:6][CH:7]=[CH2:8].